From a dataset of the Open Reaction Database (ORD), a public repository of structured organic reaction records. describe an organic reaction: reactants, conditions, products, and yield Reactants: O.O.O.[F-].C(CCC)[N+](CCCC)(CCCC)CCCC (tetrabutylammonium fluoride trihydrate), NC1=N[C@]2(C3=CC(=CC=C3OC=3C(=CC(=CC23)Br)F)O)COC1 ((S)-5-amino-2′-bromo-4′-fluoro-2,6-dihydrospiro[[1,4]oxazine-3,9′-xanthen]-7′-ol), C[Si](C#CC1(COC1)C)(C)C (trimethyl((3-methyloxetan-3-yl)ethynyl)silane). The reagents and catalysts are C=1C=CC(=CC1)[P](C=2C=CC=CC2)(C=3C=CC=CC3)[Pd]([P](C=4C=CC=CC4)(C=5C=CC=CC5)C=6C=CC=CC6)([P](C=7C=CC=CC7)(C=8C=CC=CC8)C=9C=CC=CC9)[P](C=1C=CC=CC1)(C=1C=CC=CC1)C=1C=CC=CC1 (Pd(PPh3)4), [Cu]I (copper(I) iodide). Run in C1CCOC1 (THF). Conditions: temperature 80 celsius. Product: NC1=N[C@]2(C3=CC(=CC=C3OC=3C(=CC(=CC23)C#CC2(COC2)C)F)O)COC1 ((S)-5-amino-4′-fluoro-2′-((3-methyloxetan-3-yl)ethynyl)-2,6-dihydrospiro[[1,4]oxazine-3,9′-xanthen]-7′-ol). RXN SMILES: O.O.O.[F-].C([N+](CCCC)(CCCC)CCCC)CCC.[NH2:22][C:23]1[CH2:44][O:43][CH2:42][C@:25]2([C:38]3[CH:37]=[C:36](Br)[CH:35]=[C:34]([F:40])[C:33]=3[O:32][C:31]3[C:26]2=[CH:27][C:28]([OH:41])=[CH:29][CH:30]=3)[N:24]=1.C[Si](C)(C)[C:47]#[C:48][C:49]1([CH3:53])[CH2:52][O:51][CH2:50]1>C1COCC1.C1C=CC([P]([Pd]([P](C2C=CC=CC=2)(C2C=CC=CC=2)C2C=CC=CC=2)([P](C2C=CC=CC=2)(C2C=CC=CC=2)C2C=CC=CC=2)[P](C2C=CC=CC=2)(C2C=CC=CC=2)C2C=CC=CC=2)(C2C=CC=CC=2)C2C=CC=CC=2)=CC=1.[Cu]I>[NH2:22][C:23]1[CH2:44][O:43][CH2:42][C@:25]2([C:38]3[CH:37]=[C:36]([C:47]#[C:48][C:49]4([CH3:53])[CH2:52][O:51][CH2:50]4)[CH:35]=[C:34]([F:40])[C:33]=3[O:32][C:31]3[C:26]2=[CH:27][C:28]([OH:41])=[CH:29][CH:30]=3)[N:24]=1 |f:0.1.2.3.4,^1:64,66,85,104|. Procedure: A microwave vial was charged with tetrabutylammonium fluoride trihydrate (0.301 g, 0.952 mmol), Pd(PPh3)4 (0.073 g, 0.063 mmol), and copper(I) iodide (12.3 mg, 0.065 mmol). The (S)-5-amino-2′-bromo-4′-fluoro-2,6-dihydrospiro[[1,4]oxazine-3,9′-xanthen]-7′-ol (0.241 g, 0.64 mmol) was added as a solution in THF (2.7 mL). Argon was blown through the vessel, and trimethyl((3-methyloxetan-3-yl)ethynyl)silane (0.161 g, 0.951 mmol) was added. The vessel was sealed and heated in an 80° C. oil bath for 1.... Starting materials: COc1cncc(Br)c1, C#Cc1ccc(F)c(C)c1, Cc1ccccc1, CC(C)NC(C)C, [Cu]I, c1ccc(P(c2ccccc2)(c2ccccc2)[Pd](P(c2ccccc2)(c2ccccc2)c2ccccc2)(P(c2ccccc2)(c2ccccc2)c2ccccc2)P(c2ccccc2)(c2ccccc2)c2ccccc2)cc1. The product is COc1cncc(C#Cc2ccc(F)c(C)c2)c1. As a reaction SMILES: [Br:1][c:2]1[cH:3][n:4][cH:5][c:6]([O:8][CH3:9])[cH:7]1.[C:10](#[CH:11])[c:12]1[cH:13][c:14]([CH3:19])[c:15]([F:18])[cH:16][cH:17]1.[CH3:27][c:28]1[cH:29][cH:30][cH:31][cH:32][cH:33]1.[CH:20]([NH:21][CH:22]([CH3:23])[CH3:24])([CH3:25])[CH3:26].[Cu:111][I:112].[cH:34]1[cH:35][cH:36][c:37]([P:38]([Pd:39]([P:40]([c:41]2[cH:42][cH:43][cH:44][cH:45][cH:46]2)([c:47]2[cH:48][cH:49][cH:50][cH:51][cH:52]2)[c:53]2[cH:54][cH:55][cH:56][cH:57][cH:58]2)([P:59]([c:60]2[cH:61][cH:62][cH:63][cH:64][cH:65]2)([c:66]2[cH:67][cH:68][cH:69][cH:70][cH:71]2)[c:72]2[cH:73][cH:74][cH:75][cH:76][cH:77]2)[P:78]([c:79]2[cH:80][cH:81][cH:82][cH:83][cH:84]2)([c:85]2[cH:86][cH:87][cH:88][cH:89][cH:90]2)[c:91]2[cH:92][cH:93][cH:94][cH:95][cH:96]2)([c:97]2[cH:98][cH:99][cH:100][cH:101][cH:102]2)[c:103]2[cH:104][cH:105][cH:106][cH:107][cH:108]2)[cH:109][cH:110]1>>[c:2]1([C:11]#[C:10][c:12]2[cH:13][c:14]([CH3:19])[c:15]([F:18])[cH:16][cH:17]2)[cH:3][n:4][cH:5][c:6]([O:8][CH3:9])[cH:7]1. Reactants: CN1N=C(N=N1)C1=CC=C(C=C1)Br (4-(2-methyl-2H-tetrazol-5-yl)phenyl bromide), C(CCC)[Li] (n-butyllithium), CN(C=O)C (N,N-dimethylformamide), aqueous solution, [Cl-].[NH4+] (ammonium chloride). The solvent is O1CCCC1 (tetrahydrofuran). Reaction conditions: temperature -70 celsius, time 30 minute. Product: CN1N=C(N=N1)C1=CC=C(C=O)C=C1 (4-(2-methyl-2H-tetrazol-5-yl)benzaldehyde). Isolated yield 29.5%. As a reaction SMILES: [CH3:1][N:2]1[N:6]=[N:5][C:4]([C:7]2[CH:12]=[CH:11][C:10](Br)=[CH:9][CH:8]=2)=[N:3]1.C([Li])CCC.CN(C)[CH:21]=[O:22].[Cl-].[NH4+]>O1CCCC1>[CH3:1][N:2]1[N:6]=[N:5][C:4]([C:7]2[CH:12]=[CH:11][C:10]([CH:21]=[O:22])=[CH:9][CH:8]=2)=[N:3]1 |f:3.4|. Procedure details: A stirred solution of 2.2 grams (0.009 mole) 4-(2-methyl-2H-tetrazol-5-yl)phenyl bromide in 70 mL of dry tetrahydrofuran was cooled to −70° C., and 7.4 mL (0.018 mole) of n-butyllithium (2.5M in hexanes) was added dropwise from a syringe. The resulting reaction caused the reaction mixture temperature to rise to about −50° C. The reaction mixture was again cooled to −70° C., and stirring was continued for about 30 minutes. After this time 0.8 mL (0.010 mole) of N,N-dimethylformamide was added dur...